Dataset: the Open Reaction Database (ORD), a public repository of structured organic reaction records. Task: describe an organic reaction: reactants, conditions, products, and yield The reactants are ClC1=CC=CC2=C1C(N(CC=1N2C=NC1C(=O)NN)C)=O (7-chloro-5-methyl-6-oxo-5,6-dihydro-4H-imidazo[1,5-a][1,4]benzodiazepin-3-carboxylic acid hydrazide), ClCC(=O)OC(CCl)=O (chloroacetic anhydride). The solvent is CN(C=O)C (N,N-dimethylformamide). Product: ClC1=CC=CC2=C1C(N(CC=1N2C=NC1C=1OC(=NN1)CCl)C)=O (7-chloro-3-(5-chloromethyl-1,3,4-oxadiazol-2-yl)-5-methyl-5,6-dihydro-4H-imidazo[1,5-a][1,4]benzodiazepin-6-one). Isolated yield 53.3%. Reaction SMILES: [Cl:1][C:2]1[C:7]2[C:8](=[O:21])[N:9]([CH3:20])[CH2:10][C:11]3[N:12]([CH:13]=[N:14][C:15]=3[C:16]([NH:18][NH2:19])=[O:17])[C:6]=2[CH:5]=[CH:4][CH:3]=1.[Cl:22][CH2:23][C:24](OC(=O)CCl)=O>CN(C)C=O>[Cl:1][C:2]1[C:7]2[C:8](=[O:21])[N:9]([CH3:20])[CH2:10][C:11]3[N:12]([CH:13]=[N:14][C:15]=3[C:16]3[O:17][C:24]([CH2:23][Cl:22])=[N:19][N:18]=3)[C:6]=2[CH:5]=[CH:4][CH:3]=1. Procedure: 15.3 g (50 mmol) of 7-chloro-5-methyl-6-oxo-5,6-dihydro-4H-imidazo[1,5-a][1,4]benzodiazepin-3-carboxylic acid hydrazide were stirred at room temperature overnight in 160 ml of N,N-dimethylformamide with 9.41 g (55 mmol) of chloroacetic anhydride. After evaporating the solvent the residue was stirred at room temperature over the weekend with 100 ml of a 10% solution of phosphorus pentoxide in methanesulphonic acid. The reaction mixture was treated with ice, made alkaline with conc. sodium hydroxi... Reaction SMILES: [Br-:17].[CH:18]1([Mg+:21])[CH2:19][CH2:20]1.[Cl:1][c:2]1[cH:3][cH:4][c:5]([OH:16])[c:6]([C:8]([CH2:9][n:10]2[cH:11][n:12][cH:13][cH:14]2)=[O:15])[cH:7]1>>[Cl:1][c:2]1[cH:3][cH:4][c:5]([OH:16])[c:6]([C:8]([CH2:9][n:10]2[cH:11][n:12][cH:13][cH:14]2)([OH:15])[CH:18]2[CH2:19][CH2:20]2)[cH:7]1. Starting materials: [Br-], [Mg+]C1CC1, O=C(Cn1ccnc1)c1cc(Cl)ccc1O. Yields the product Oc1ccc(Cl)cc1C(O)(Cn1ccnc1)C1CC1. The reactants are CCOP(=O)(OCC)C(Cc1ccc(NC(=O)OC(C)(C)C)nc1)C(=O)OC(C)(C)C, C1CCOC1, CCOC(C)=O, [H-], [Na+], O=CCCc1cccc(-c2ccccc2)c1. The product is CC(C)(C)OC(=O)Nc1ccc(CC(=CCCc2cccc(-c3ccccc3)c2)C(=O)OC(C)(C)C)cn1. Reaction SMILES: [C:1]([CH3:2])([CH3:3])([CH3:4])[O:5][C:6](=[O:7])[NH:8][c:9]1[cH:10][cH:11][c:12]([CH2:15][CH:16]([C:17](=[O:18])[O:19][C:20]([CH3:21])([CH3:22])[CH3:23])[P:24]([O:25][CH2:26][CH3:27])([O:28][CH2:29][CH3:30])=[O:31])[cH:13][n:14]1.[CH2:56]1[O:57][CH2:58][CH2:59][CH2:60]1.[CH3:50][CH2:51][O:52][C:53]([CH3:54])=[O:55].[H-:32].[Na+:33].[c:34]1(-[c:44]2[cH:45][cH:46][cH:47][cH:48][cH:49]2)[cH:35][c:36]([CH2:40][CH2:41][CH:42]=[O:43])[cH:37][cH:38][cH:39]1>>[C:1]([CH3:2])([CH3:3])([CH3:4])[O:5][C:6](=[O:7])[NH:8][c:9]1[cH:10][cH:11][c:12]([CH2:15][C:16]([C:17](=[O:18])[O:19][C:20]([CH3:21])([CH3:22])[CH3:23])=[CH:42][CH2:41][CH2:40][c:36]2[cH:35][c:34](-[c:44]3[cH:45][cH:46][cH:47][cH:48][cH:49]3)[cH:39][cH:38][cH:37]2)[cH:13][n:14]1. Reactants: CC(C)O, NCc1ccccc1, CSc1nc(N)c(C=O)nc1Cl. Yields the product CSc1nc(N)c(C=NCc2ccccc2)nc1Cl. As a reaction SMILES: [CH:21]([OH:22])([CH3:23])[CH3:24].[NH2:13][CH2:14][c:15]1[cH:16][cH:17][cH:18][cH:19][cH:20]1.[NH2:1][c:2]1[n:3][c:4]([S:11][CH3:12])[c:5]([Cl:10])[n:6][c:7]1[CH:8]=[O:9]>>[NH2:1][c:2]1[n:3][c:4]([S:11][CH3:12])[c:5]([Cl:10])[n:6][c:7]1[CH:8]=[N:13][CH2:14][c:15]1[cH:16][cH:17][cH:18][cH:19][cH:20]1. The reactants are SmI2, CN(P(=O)(N(C)C)N(C)C)C (hexamethylphosphoramide), CuBr, ClC1=CC=C(C=C1)CCI (1-chloro-4- (2-iodoethyl) -benzene), O=C(C=CC=1C=C(C(=O)OC)C=CC1)C1=CC=CC=C1 (3-(3-oxo-3-phenyl-1-propenyl)-benzoic acid, methyl ester), C[Si](C)(C)Cl (trimethylsilyl chloride), CSC (DMS). Solvent: O1CCCC1 (tetrahydrofuran), C(C)OCC (diethyl ether), O1CCCC1 (tetrahydrofuran), O1CCCC1 (tetrahydrofuran). Reaction conditions: temperature -78 celsius, time 5 minute. Product: ClC1=CC=C(C=C1)CCC(CC(C1=CC=CC=C1)=O)C=1C=C(C(=O)OC)C=CC1 (3-[1-[2-(4-Chlorophenyl)ethyl]-3-oxo-3-phenylpropyl]benzoic acid, methyl ester). Reaction SMILES: CN(C)P(N(C)C)(N(C)C)=O.[Cl:12][C:13]1[CH:18]=[CH:17][C:16]([CH2:19][CH2:20]I)=[CH:15][CH:14]=1.CSC.[O:25]=[C:26]([C:39]1[CH:44]=[CH:43][CH:42]=[CH:41][CH:40]=1)[CH:27]=[CH:28][C:29]1[CH:30]=[C:31]([CH:36]=[CH:37][CH:38]=1)[C:32]([O:34][CH3:35])=[O:33].C[Si](Cl)(C)C>O1CCCC1.C(OCC)C>[Cl:12][C:13]1[CH:18]=[CH:17][C:16]([CH2:19][CH2:20][CH:28]([C:29]2[CH:30]=[C:31]([CH:36]=[CH:37][CH:38]=2)[C:32]([O:34][CH3:35])=[O:33])[CH2:27][C:26](=[O:25])[C:39]2[CH:40]=[CH:41][CH:42]=[CH:43][CH:44]=2)=[CH:15][CH:14]=1. Procedure: A solution of SmI2 (48 mL, 0.1N, 4.4 mmol) in tetrahydrofuran is treated with hexamethylphosphoramide (HMPA) (3.75 mL, 2.19 mmol) and stirred 5 minutes. A solution of 1-chloro-4- (2-iodoethyl) -benzene (0.6 g, 2.25 mmol) in tetrahydrofuran (5 mL) is added, stirred 10 minutes and cooled to -78° C. A catalytic amount of CuBr.DMS (45 rag, 0.225 mmol) is added to the reaction mixture which is stirred 5 minutes before a solution of 3-(3-oxo-3-phenyl-1-propenyl)-benzoic acid, methyl ester (0.4 g, 1.5 ... Reactants: C(C)OC=1C=C(C=CC1OC)C(CS(=O)(=O)C)N (1-(3-ethoxy-4-methoxyphenyl)-2-methylsulfonylethylamine), CN(C1=C2C(C(=O)OC2=O)=CC=C1)C (3-dimethylaminophthalic anhydride). The solvent is C(C)(=O)O (acetic acid). Yields the product C(C)OC=1C=C(C=CC1OC)C(CS(=O)(=O)C)N1C(C2=CC=CC(=C2C1=O)N(C)C)=O (2-[1-(3-Ethoxy-4-methoxyphenyl)-2-methylsulfonylethyl]-4-dimethylaminoisoindoline-1,3-dione), solid. Isolated yield 80.0%. Reaction SMILES: [CH2:1]([O:3][C:4]1[CH:5]=[C:6]([CH:12]([NH2:18])[CH2:13][S:14]([CH3:17])(=[O:16])=[O:15])[CH:7]=[CH:8][C:9]=1[O:10][CH3:11])[CH3:2].[CH3:19][N:20]([CH3:32])[C:21]1[CH:31]=[CH:30][CH:29]=[C:23]2[C:24]([O:26][C:27](=O)[C:22]=12)=[O:25]>C(O)(=O)C>[CH2:1]([O:3][C:4]1[CH:5]=[C:6]([CH:12]([N:18]2[C:27](=[O:26])[C:22]3[C:23](=[CH:29][CH:30]=[CH:31][C:21]=3[N:20]([CH3:19])[CH3:32])[C:24]2=[O:25])[CH2:13][S:14]([CH3:17])(=[O:16])=[O:15])[CH:7]=[CH:8][C:9]=1[O:10][CH3:11])[CH3:2]. Procedure: 2-[1-(3-Ethoxy-4-methoxyphenyl)-2-methylsulfonylethyl]-4-dimethylaminoisoindoline-1,3-dione was prepared by the procedure of Example 8 from 1-(3-ethoxy-4-methoxyphenyl)-2-methylsulfonylethylamine (572 mg, 2.09 mmol) and 3-dimethylaminophthalic anhydride (400 mg, 2.09 mmol) in acetic acid (20 mL). The product was obtained as a yellow solid (740 mg, 80% yield): mp, 94.0-96.0° C.; 1H NMR (CDCl3) δ 1.46 (t, J=7.0 Hz, 3H, CH3), 2.82 (s, 3H, CH3), 3.08 (s, 6H, CH3), 3.76-3.84 (m, 1H, CHH), 3.82 (s, 3H... Starting materials: ClC(C(OCC1=CC=CC=C1)=N)(Cl)Cl (benzyl trichloroacetimidate), O[C@@H](CC(=O)OC)CCCCCCCCCCC (methyl (R)-3-hydroxytetradecanoate), FC(S(=O)(=O)O)(F)F (trifluoromethanesulphonic acid). Solvent: C1CCCCC1 (cyclohexane). Yields the product C(C1=CC=CC=C1)O[C@@H](CC(=O)OC)CCCCCCCCCCC (methyl (R)-3-(benzyloxy)-tetradecanoate). The yield is 112.8%. RXN SMILES: [OH:1][C@H:2]([CH2:8][CH2:9][CH2:10][CH2:11][CH2:12][CH2:13][CH2:14][CH2:15][CH2:16][CH2:17][CH3:18])[CH2:3][C:4]([O:6][CH3:7])=[O:5].ClC(Cl)(Cl)C(=N)O[CH2:23][C:24]1[CH:29]=[CH:28][CH:27]=[CH:26][CH:25]=1.FC(F)(F)S(O)(=O)=O>C1CCCCC1>[CH2:23]([O:1][C@H:2]([CH2:8][CH2:9][CH2:10][CH2:11][CH2:12][CH2:13][CH2:14][CH2:15][CH2:16][CH2:17][CH3:18])[CH2:3][C:4]([O:6][CH3:7])=[O:5])[C:24]1[CH:29]=[CH:28][CH:27]=[CH:26][CH:25]=1. Reported procedure: A suspension of 206.7 g of methyl (R)-3-hydroxytetradecanoate in 1000 ml of cyclohexane was treated under nitrogen and while stirring with 214.2 g of benzyl trichloroacetimidate and dissolved at 20°. 10 ml of trifluoromethanesulphonic acid were added dropwise while cooling in an ice/water bath in such a manner that the temperature remains between 20°-23°. The resulting suspension was stirred at 25°-30°. The precipitate was filtered off, the filter cake was washed with cyclohexane, the filtrates ... Starting materials: CC[Al+2], ClCCl, C=CSc1ccccc1, [Cl-], [Cl-], ClCCCl, O=C1C=CC(=O)O1. The product is O=C1OC(=O)C2C(Sc3ccccc3)CC12. Reaction SMILES: [CH2:19]([Al+2:20])[CH3:21].[CH2:26]([Cl:27])[Cl:28].[CH:8](=[CH2:9])[S:10][c:11]1[cH:12][cH:13][cH:14][cH:15][cH:16]1.[Cl-:17].[Cl-:18].[Cl:22][CH2:23][CH2:24][Cl:25].[O:1]=[C:2]1[O:3][C:4](=[O:5])[CH:6]=[CH:7]1>>[O:1]=[C:2]1[O:3][C:4](=[O:5])[CH:6]2[CH:7]1[CH:8]([S:10][c:11]1[cH:12][cH:13][cH:14][cH:15][cH:16]1)[CH2:9]2. The reactants are C(C1=CC=CC=C1)[C@H]1CN(CCN1)C1=CC(=C(C=C1)OC(F)F)OC1CCCC1 ((S)-3-benzyl-1-(3-cyclopentyloxy-4-difluoromethoxy-phenyl)-piperazine), N1C=NC(=C1)CC(=O)O ((1H-imidazol-4-yl)-acetic acid). The product is C(C1=CC=CC=C1)[C@@H]1N(CCN(C1)C1=CC(=C(C=C1)OC(F)F)OC1CCCC1)C(CC=1N=CNC1)=O ((S)-1-(2-benzyl-4-(3-(cyclopentyloxy)-4-(difluoromethoxy)phenyl)piperazin-1-yl)-2-(1H-imidazol-4-yl)ethanone). Isolated yield 26.0%. Reaction SMILES: [CH2:1]([C@@H:8]1[NH:13][CH2:12][CH2:11][N:10]([C:14]2[CH:19]=[CH:18][C:17]([O:20][CH:21]([F:23])[F:22])=[C:16]([O:24][CH:25]3[CH2:29][CH2:28][CH2:27][CH2:26]3)[CH:15]=2)[CH2:9]1)[C:2]1[CH:7]=[CH:6][CH:5]=[CH:4][CH:3]=1.[NH:30]1[CH:34]=[C:33]([CH2:35][C:36](O)=[O:37])[N:32]=[CH:31]1>>[CH2:1]([C@H:8]1[CH2:9][N:10]([C:14]2[CH:19]=[CH:18][C:17]([O:20][CH:21]([F:22])[F:23])=[C:16]([O:24][CH:25]3[CH2:29][CH2:28][CH2:27][CH2:26]3)[CH:15]=2)[CH2:11][CH2:12][N:13]1[C:36](=[O:37])[CH2:35][C:33]1[N:32]=[CH:31][NH:30][CH:34]=1)[C:2]1[CH:3]=[CH:4][CH:5]=[CH:6][CH:7]=1. Procedure: Prepared using the same procedure described in Example 189 from (S)-3-benzyl-1-(3-cyclopentyloxy-4-difluoromethoxy-phenyl)-piperazine and (1H-imidazol-4-yl)-acetic acid to afford the title compound as colorless solid (46 mg, 26%). LC/MS (Method B) 2.77 min, [M+1]+ 511. Run at time 1 hour. The reactants are BrC1=CC=C(C=C1)C(CN1C(=CC=C1)C(=O)OC)=O (methyl 1-[2-(4-bromophenyl)-2-oxoethyl]-1H-pyrrole-2-carboxylate), O.[OH-].[Li+] (lithium hydroxide monohydrate), crude material, O.[OH-].[Li+] (lithium hydroxide monohydrate). Solvent: C1CCOC1 (THF), O (water), [OH-].[Na+] (NaOH). Reported procedure: To a solution of crude methyl 1-[2-(4-bromophenyl)-2-oxoethyl]-1H-pyrrole-2-carboxylate (2.39 g, 2.47 mmol) in THF (30 mL) and water (20 mL) was added lithium hydroxide monohydrate (0.63 g, 15.1 mmol). The dark solution was stirred at room temperature. The outcome of the reaction was monitored by LCMS and after 1 h another portion of lithium hydroxide monohydrate (300 mg) was added to the reaction mixture. After 16 h the reaction mixture was diluted with a aqueous solution of NaOH (1M) (50 mL) t... As a reaction SMILES: [Br:1][C:2]1[CH:7]=[CH:6][C:5]([C:8](=[O:19])[CH2:9][N:10]2[CH:14]=[CH:13][CH:12]=[C:11]2[C:15]([O:17]C)=[O:16])=[CH:4][CH:3]=1.O.[OH-].[Li+]>C1COCC1.O.[OH-].[Na+]>[Br:1][C:2]1[CH:3]=[CH:4][C:5]([C:8](=[O:19])[CH2:9][N:10]2[CH:14]=[CH:13][CH:12]=[C:11]2[C:15]([OH:17])=[O:16])=[CH:6][CH:7]=1 |f:1.2.3,6.7|. The product is BrC1=CC=C(C=C1)C(CN1C(=CC=C1)C(=O)O)=O (1-[2-(4-bromophenyl)-2-oxoethyl]-1H-pyrrole-2-carboxylic acid). Yield: 144.5%.